This data is from the Open Reaction Database (ORD), a public repository of structured organic reaction records. The task is: describe an organic reaction: reactants, conditions, products, and yield Starting materials: C(C)OC(=O)C1=NC(=NC(=C1OCC)N1CCOCC1)Cl (2-chloro-5-ethoxy-6-morpholine-4-yl-pyrimidine-4-carboxylic acid ethyl ester), CC1(OB(OC1(C)C)C=1C=C(C=CC1)O)C (3-(4,4,5,5-tetramethyl-1,3,2-dioxaborolan-2-yl)phenol), O1CCOCC1 (dioxane), C([O-])([O-])=O.[Na+].[Na+] (sodium carbonate). Reagents/catalysts: C=1C=CC(=CC1)[P](C=2C=CC=CC2)(C=3C=CC=CC3)[Pd]([P](C=4C=CC=CC4)(C=5C=CC=CC5)C=6C=CC=CC6)([P](C=7C=CC=CC7)(C=8C=CC=CC8)C=9C=CC=CC9)[P](C=1C=CC=CC1)(C=1C=CC=CC1)C=1C=CC=CC1 (Pd(PPh3)4). Solvent: O (H2O). Yields the product C(C)OC(=O)C1=NC(=NC(=C1OCC)N1CCOCC1)C1=CC(=CC=C1)O (5-Ethoxy-2-(3-hydroxy-phenyl)-6-morpholin-4-yl-pyrimidine-4-carboxylic acid ethyl ester). The yield is 55.4%. As a reaction SMILES: [CH2:1]([O:3][C:4]([C:6]1[C:11]([O:12][CH2:13][CH3:14])=[C:10]([N:15]2[CH2:20][CH2:19][O:18][CH2:17][CH2:16]2)[N:9]=[C:8](Cl)[N:7]=1)=[O:5])[CH3:2].CC1(C)C(C)(C)OB([C:30]2[CH:31]=[C:32]([OH:36])[CH:33]=[CH:34][CH:35]=2)O1.O1CCOCC1.C(=O)([O-])[O-].[Na+].[Na+]>C1C=CC([P]([Pd]([P](C2C=CC=CC=2)(C2C=CC=CC=2)C2C=CC=CC=2)([P](C2C=CC=CC=2)(C2C=CC=CC=2)C2C=CC=CC=2)[P](C2C=CC=CC=2)(C2C=CC=CC=2)C2C=CC=CC=2)(C2C=CC=CC=2)C2C=CC=CC=2)=CC=1.O>[CH2:1]([O:3][C:4]([C:6]1[C:11]([O:12][CH2:13][CH3:14])=[C:10]([N:15]2[CH2:20][CH2:19][O:18][CH2:17][CH2:16]2)[N:9]=[C:8]([C:30]2[CH:35]=[CH:34][CH:33]=[C:32]([OH:36])[CH:31]=2)[N:7]=1)=[O:5])[CH3:2] |f:3.4.5,^1:53,55,74,93|. Procedure: A mixture of 2-chloro-5-ethoxy-6-morpholine-4-yl-pyrimidine-4-carboxylic acid ethyl ester (152 mg, 1 eq.), 3-(4,4,5,5-tetramethyl-1,3,2-dioxaborolan-2-yl)phenol (137.9 mg, 1.3 eq.), dioxane (6 ml), H2O (1 ml), Pd(PPh3)4 (56 mg, 0.1 eq.) and sodium carbonate (102 mg, 2 eq.) was heated to reflux overnight. The solvent was removed in vacuo. The residue was extracted with EA, and the organic layer washed with brine and dried. The crude was purified by chromatography to give a product (99.6 mg, 55%). RXN SMILES: [N:1]1[C:14]2[N:8]3[C:9](=[O:13])[NH:10][CH:11]=[CH:12][C:7]3=[CH:6][C:5]=2[CH:4]=[CH:3][CH:2]=1.[H-].[Na+].[C:17]1([CH3:27])[CH:22]=[CH:21][C:20]([S:23](Cl)(=[O:25])=[O:24])=[CH:19][CH:18]=1>CN(C=O)C>[CH3:27][C:17]1[CH:22]=[CH:21][C:20]([S:23]([N:10]2[CH:11]=[CH:12][C:7]3=[CH:6][C:5]4[CH:4]=[CH:3][CH:2]=[N:1][C:14]=4[N:8]3[C:9]2=[O:13])(=[O:25])=[O:24])=[CH:19][CH:18]=1 |f:1.2|. Yields the product CC1=CC=C(C=C1)S(=O)(=O)N1C(N2C(C=C1)=CC1=C2N=CC=C1)=O (8,9-dihydro-8-(4methylphenylsulfonyl)pyrido[3′,2′:4,5]-pyrrolo[1,2-c]pyrimidin-9-one). Conditions: time 10 minute. Solvent: CN(C)C=O (DMF), CN(C)C=O (DMF). Reported procedure: To a cooled (0° C.) solution of 11a (500 mg, 2.7 mmol) in DMF (30 ml), NaH (130 mg, 3.2 mmol) was added. The mixture was stirred for 10 min. and a solution of p-toluensulphonyl chloride (570 mg, 3.0 mmol) in DMF (10 ml) was added. The mixture was stirred at room temperature for 1 h. and quenched with water (1 ml). The solvent was evaporated and the residue dissolved in AcOEt. The organic solution was washed with aq. Na2CO3, evaporated and purified by flash column chromatography. Elution with hex... Isolated yield 39.3%. Reactants: N1=CC=CC=2C=C3N(C(NC=C3)=O)C21 (8,9-Dihydropyrido[3′,2′:4,5]pyrrolo[1,2-c]pyrimidin-9-one), [H-].[Na+] (NaH), C1(=CC=C(C=C1)S(=O)(=O)Cl)C (p-toluensulphonyl chloride). The reactants are CN1C(=NC=C1)N1CCNCC1 (1-(1-methyl-2-imidazolyl)piperazine), BrCC(=O)C1=CC=C(C=C1)NS(=O)(=O)C (N-[4-bromoacetylphenyl]methanesulphonamide). Product: CN1C(=NC=C1)N1CCN(CC1)CC(=O)C1=CC=C(C=C1)NS(=O)(=O)C (N-{4-[2-(4-[1-Methyl-2-imidazolyl]-1-piperazinyl)acetyl]phenyl}methanesulphonamide). Yield: 43.5%. As a reaction SMILES: [CH3:1][N:2]1[CH:6]=[CH:5][N:4]=[C:3]1[N:7]1[CH2:12][CH2:11][NH:10][CH2:9][CH2:8]1.Br[CH2:14][C:15]([C:17]1[CH:22]=[CH:21][C:20]([NH:23][S:24]([CH3:27])(=[O:26])=[O:25])=[CH:19][CH:18]=1)=[O:16]>>[CH3:1][N:2]1[CH:6]=[CH:5][N:4]=[C:3]1[N:7]1[CH2:12][CH2:11][N:10]([CH2:14][C:15]([C:17]2[CH:18]=[CH:19][C:20]([NH:23][S:24]([CH3:27])(=[O:26])=[O:25])=[CH:21][CH:22]=2)=[O:16])[CH2:9][CH2:8]1. Reported procedure: Treatment of 1-(1-methyl-2-imidazolyl)piperazine (0.37 g) with N-[4-bromoacetylphenyl]methanesulphonamide (0.64 g) according to the method of Example 1 gave the title compound, (0.36 g), m.p. 196°-197° C. Starting materials: FC1=C(C=C(C(=C1)Cl)OCCC)N=C=O (2-fluoro-4-chloro-5-n-propoxyphenyl isocyanate), C1(=CC=CC=C1)C (toluene), resultant mixture, COC(=O)NN (methoxycarbonylhydrazine). Run in C1=CC=CC=C1 (benzene). Run at time 8 hour. Product: ClC1=CC(=C(C=C1OCCC)N1C(NNC1=O)=O)F (4-(4-chloro-2-fluoro-5-n-propoxyphenyl)urazol). Yield: 115.3%. As a reaction SMILES: [F:1][C:2]1[CH:7]=[C:6]([Cl:8])[C:5]([O:9][CH2:10][CH2:11][CH3:12])=[CH:4][C:3]=1[N:13]=[C:14]=[O:15].C1(C)C=CC=CC=1.C[O:24][C:25]([NH:27][NH2:28])=O>C1C=CC=CC=1>[Cl:8][C:6]1[C:5]([O:9][CH2:10][CH2:11][CH3:12])=[CH:4][C:3]([N:13]2[C:25](=[O:24])[NH:27][NH:28][C:14]2=[O:15])=[C:2]([F:1])[CH:7]=1. Procedure: A solution of 2-fluoro-4-chloro-5-n-propoxyphenyl isocyanate (1.8 g) in benzene (10 ml) was added to a toluene solution containing methoxycarbonylhydrazine (0.71 g), and the resultant mixture was allowed to stand overnight. The precipitated crystals were collected by filtration and dissolved in a 4M aqueous sodium hydroxide solution (10 ml) under heating. To the resulting solution, conc. hydrochloric acid was added, and the precipitated crystals were collected by filtration to give 2.6 g of 4-(4... Starting materials: O=C([O-])[O-], COC(=O)c1c(Sc2nc(OC)cc(OC)n2)cccc1C(C)=O, CON, CO, Cl, [K+], [K+], O. Product: CON=C(C)c1cccc(Sc2nc(OC)cc(OC)n2)c1C(=O)OC. RXN SMILES: [C:29](=[O:30])([O-:31])[O-:32].[CH3:1][O:2][c:3]1[n:4][c:5]([S:11][c:12]2[c:13]([C:14](=[O:15])[O:16][CH3:17])[c:18]([C:22]([CH3:23])=[O:24])[cH:19][cH:20][cH:21]2)[n:6][c:7]([O:9][CH3:10])[cH:8]1.[CH3:26][O:27][NH2:28].[CH3:36][OH:37].[ClH:25].[K+:33].[K+:34].[OH2:35]>>[CH3:1][O:2][c:3]1[n:4][c:5]([S:11][c:12]2[c:13]([C:14](=[O:15])[O:16][CH3:17])[c:18]([C:22]([CH3:23])=[N:28][O:27][CH3:26])[cH:19][cH:20][cH:21]2)[n:6][c:7]([O:9][CH3:10])[cH:8]1. The reactants are C(C)(=O)OC1=CC(=CC2=CC=CC=C12)C (1-acetoxy-3-methylnaphthalene). Solvent: [OH-].[K+] (potassium hydroxide). Yields the product CC=1C=C(C2=CC=CC=C2C1)O (3-methyl-l-naphthol). The yield is 27.7%. Reaction SMILES: C([O:4][C:5]1[C:14]2[C:9](=[CH:10][CH:11]=[CH:12][CH:13]=2)[CH:8]=[C:7]([CH3:15])[CH:6]=1)(=O)C>[OH-].[K+]>[CH3:15][C:7]1[CH:6]=[C:5]([OH:4])[C:14]2[C:9]([CH:8]=1)=[CH:10][CH:11]=[CH:12][CH:13]=2 |f:1.2|. Reported procedure: Crude 1-acetoxy-3-methylnaphthalene (84 g, 0.42 mole) was boiled with 10% ethanolic potassium hydroxide (300 cm3) for 3 hours. Ethanol was distilled off and the residue dissolved in water and extracted with toluene to remove neutral products. The aqueous alkaline solution was carefully acidified with dilute hydrochloric acid and the liberated 3-methyl-l-naphthol extracted with ether. The ether extract was washed with water, dried and filtered. Ether solvent was removed leaving 3-methyl-l-naphtho... Starting materials: C1(CCCC1)/C=C(/C(=O)O)\C1=CC(=C(C=C1)S(=O)(=O)C1CC1)C1CC1 ((2E)-3-cyclopentyl-2-[3-cyclopropyl-4-(cyclopropylsulfonyl)phenyl]acrylic acid), [OH-].[Na+] (sodium hydroxide), C1(=CC=CC=C1)P(C1=CC=CC=C1)C1=CC=CC=C1 (triphenylphosphine), BrN1C(CCC1=O)=O (N-bromosuccinimide), C(C1=CC=CC=C1)OCCCN1N=C(C=C1)N (1-[3-(benzyloxy)propyl]-1H-pyrazol-3-amine). Run in ClCCl (dichloromethane), O (water), [Cl-].[Na+].O (brine), ClCCl (dichloromethane), ClCCl (dichloromethane), N1=CC=CC=C1 (pyridine). Run at time 15 minute. The product is C1(CCCC1)/C=C(/C(=O)NC1=NN(C=C1)CCCO)\C1=CC(=C(C=C1)S(=O)(=O)C1CC1)C1CC1 ((2E)-3-cyclopentyl-2-[3-cyclopropyl-4-(cyclopropylsulfonyl)phenyl]-N-[1-(3-hydroxypropyl)-1H-pyrazol-3-yl]acrylamide). Isolated yield 57.8%. As a reaction SMILES: C1(P(C2C=CC=CC=2)C2C=CC=CC=2)C=CC=CC=1.BrN1C(=O)CCC1=O.[CH:28]1(/[CH:33]=[C:34](\[C:38]2[CH:43]=[CH:42][C:41]([S:44]([CH:47]3[CH2:49][CH2:48]3)(=[O:46])=[O:45])=[C:40]([CH:50]3[CH2:52][CH2:51]3)[CH:39]=2)/[C:35]([OH:37])=O)[CH2:32][CH2:31][CH2:30][CH2:29]1.C([O:60][CH2:61][CH2:62][CH2:63][N:64]1[CH:68]=[CH:67][C:66]([NH2:69])=[N:65]1)C1C=CC=CC=1.[OH-].[Na+]>ClCCl.N1C=CC=CC=1.[Cl-].[Na+].O.O>[CH:28]1(/[CH:33]=[C:34](\[C:38]2[CH:43]=[CH:42][C:41]([S:44]([CH:47]3[CH2:49][CH2:48]3)(=[O:45])=[O:46])=[C:40]([CH:50]3[CH2:51][CH2:52]3)[CH:39]=2)/[C:35]([NH:69][C:66]2[CH:67]=[CH:68][N:64]([CH2:63][CH2:62][CH2:61][OH:60])[N:65]=2)=[O:37])[CH2:32][CH2:31][CH2:30][CH2:29]1 |f:4.5,8.9.10|. Procedure details: To a solution of triphenylphosphine (320 mg) in dichloromethane (10 mL) was added N-bromosuccinimide (217 mg) under ice-cooling, followed by stirring for 15 minutes under ice-cooling. A solution of (2E)-3-cyclopentyl-2-[3-cyclopropyl-4-(cyclopropylsulfonyl)phenyl]acrylic acid (200 mg) in dichloromethane (5 mL) was added thereto under ice-cooling, followed by stirring at room temperature for 0.5 hour. A solution of 1-[3-(benzyloxy)propyl]-1H-pyrazol-3-amine (141 mg) in dichloromethane (5 mL) and ... Reactants: OC(C(=O)OCC)C1=C(C=CC=C1)C (ethyl 2-hydroxy-2-(2-methylphenyl)acetate), C1(=CC=CC=C1)P(C1=CC=CC=C1)C1=CC=CC=C1 (triphenylphosphine), C(Br)(Br)(Br)Br (carbon tetrabromide). Solvent: ClCCl (dichloromethane). Conditions: time 30 minute. Product: BrC(C(=O)OCC)C1=C(C=CC=C1)C (ethyl 2-bromo-2-(2-methylphenyl)acetate). Yield: 66.2%. RXN SMILES: O[CH:2]([C:8]1[CH:13]=[CH:12][CH:11]=[CH:10][C:9]=1[CH3:14])[C:3]([O:5][CH2:6][CH3:7])=[O:4].C1(P(C2C=CC=CC=2)C2C=CC=CC=2)C=CC=CC=1.C(Br)(Br)(Br)[Br:35]>ClCCl>[Br:35][CH:2]([C:8]1[CH:13]=[CH:12][CH:11]=[CH:10][C:9]=1[CH3:14])[C:3]([O:5][CH2:6][CH3:7])=[O:4]. Procedure details: To a cooled (0° C.) solution of 0.425 g (2.19 mmol) of the product of Step B dissolved in 10 mL of dichloromethane was added 0.717 g (2.74 mmol) of triphenylphosphine followed by 0.908 g (2.74 mmol) of carbon tetrabromide. After 30 minutes the reaction was allowed to warm to room temperature and stirring was continued for 2 hours. The reaction mixture was evaporated in vacuo and the residue was purified on a silica gel flash chromatography column eluted with 5% ethyl acetate/hexane to afford 0.3... Starting materials: [N+](=O)([O-])C=1C=C(C=CC1)C1=NN=NN1 (5-(3-nitrophenyl)tetrazole), solution, Cl (hydrochloric acid). Reagents/catalysts: [Pd] (palladium on carbon). The solvent is C(C)O (ethanol). Conditions: time 10 minute. The product is Cl.NC=1C=C(C=CC1)C1=NN=NN1 (5-(3-aminophenyl)tetrazole hydrochloride). Yield: 71.0%. Reaction SMILES: [N+:1]([C:4]1[CH:5]=[C:6]([C:10]2[NH:14][N:13]=[N:12][N:11]=2)[CH:7]=[CH:8][CH:9]=1)([O-])=O.[ClH:15]>C(O)C.[Pd]>[ClH:15].[NH2:1][C:4]1[CH:5]=[C:6]([C:10]2[NH:14][N:13]=[N:12][N:11]=2)[CH:7]=[CH:8][CH:9]=1 |f:4.5|. Reported procedure: To a solution of 5-(3-nitrophenyl)tetrazole (22 g, 0.12 mol) in ethanol (500 ml) was added 10% palladium on carbon (1.5 g, 7% (w/w)) in hydrochloric acid (23 ml of a 5M solution). The mixture was hydrogenated at 40 psi for 10 min, then the catalyst filtered off and washed with water. The solvents were evaporated in vacuo and the brown solid azeotroped with toluene (4×100 ml). The resulting solid was triturated with hot ethanol to give 5-(3-aminophenyl)tetrazole hydrochloride (16.3 g, 71%) as a b...